This data is from the Open Reaction Database (ORD), a public repository of structured organic reaction records. The task is: describe an organic reaction: reactants, conditions, products, and yield Reactants: O=C(O)CN1C(=O)C2(COc3cc(F)c(F)cc32)c2c(Br)cccc21, Cc1ccccc1, O=C(Cl)C(=O)Cl, ClCCl, Nc1ccccc1F, CN(C)C=O. Product: O=C(CN1C(=O)C2(COc3cc(F)c(F)cc32)c2c(Br)cccc21)Nc1ccccc1F. As a reaction SMILES: [Br:1][c:2]1[c:3]2[c:4]([cH:5][cH:6][cH:7]1)[N:8]([CH2:22][C:23](=[O:24])[OH:25])[C:9](=[O:21])[C:10]21[CH2:11][O:12][c:13]2[c:14]1[cH:15][c:16]([F:20])[c:17]([F:19])[cH:18]2.[CH3:45][c:46]1[cH:47][cH:48][cH:49][cH:50][cH:51]1.[Cl:26][C:27]([C:28]([Cl:29])=[O:30])=[O:31].[Cl:52][CH2:53][Cl:54].[NH2:37][c:38]1[cH:39][cH:40][cH:41][cH:42][c:43]1[F:44].[O:32]=[CH:33][N:34]([CH3:35])[CH3:36]>>[Br:1][c:2]1[c:3]2[c:4]([cH:5][cH:6][cH:7]1)[N:8]([CH2:22][C:23](=[O:25])[NH:37][c:38]1[cH:39][cH:40][cH:41][cH:42][c:43]1[F:44])[C:9](=[O:21])[C:10]21[CH2:11][O:12][c:13]2[c:14]1[cH:15][c:16]([F:20])[c:17]([F:19])[cH:18]2. Reactants: [I-].C[N+]1=C(C=CC=C1)Cl (1-methyl-2-chloropyridinium iodide), CC1=CC(=NC=C1)OC=1C=C(N)C=CC1 (3-(4-methylpyridin-2-yloxy)aniline), C(C)(C)(C)OC(=O)NC(=S)NC(=O)OC(C)(C)C (N,N′-bis(tert-butoxycarbonyl)thiourea), C(C)(C)N(CC)C(C)C (diisopropylethyl-amine). The solvent is ClCCl (dichloromethane), ClCCl (dichloromethane). Yields the product C(C)(C)(C)OC(=O)NC(=NC1=CC(=CC=C1)OC1=NC=CC(=C1)C)NC(=O)OC(C)(C)C (N,N′-bis(tert-butoxycarbonyl)-N″-(3-(4-methylpyridin-2-yloxy)phenyl)-guanidine). Procedure details: To a suspension of 3-(4-methylpyridin-2-yloxy)aniline (264 mg), N,N′-bis(tert-butoxycarbonyl)thiourea (474 mg) and diisopropylethyl-amine (0.529 ml) in dichloromethane (13.2 ml) was added 1-methyl-2-chloropyridinium iodide (438 mg), and the mixture was stirred for 16 hours. The mixture was diluted with dichloromethane, washed with water and brine, dried over magnesium sulfate and evaporated under reduced pressure. The residue was purified by column chromatography (silica gel 25 g, n-hexane:ethyl... Conditions: time 16 hour. Reaction SMILES: [CH3:1][C:2]1[CH:7]=[CH:6][N:5]=[C:4]([O:8][C:9]2[CH:10]=[C:11]([CH:13]=[CH:14][CH:15]=2)[NH2:12])[CH:3]=1.[C:16]([O:20][C:21]([NH:23][C:24]([NH:26][C:27]([O:29][C:30]([CH3:33])([CH3:32])[CH3:31])=[O:28])=S)=[O:22])([CH3:19])([CH3:18])[CH3:17].C(N(C(C)C)CC)(C)C.[I-].C[N+]1C=CC=CC=1Cl>ClCCl>[C:30]([O:29][C:27]([NH:26][C:24]([NH:23][C:21]([O:20][C:16]([CH3:19])([CH3:18])[CH3:17])=[O:22])=[N:12][C:11]1[CH:13]=[CH:14][CH:15]=[C:9]([O:8][C:4]2[CH:3]=[C:2]([CH3:1])[CH:7]=[CH:6][N:5]=2)[CH:10]=1)=[O:28])([CH3:33])([CH3:32])[CH3:31] |f:3.4|. Yield: 77.5%. The reactants are C(O)([O-])=O.[Na+] (sodium hydrogen carbonate), CC1=CC=C(C=C1)S(=O)(=O)OCC(CCl)O (3-chloro-2-hydroxypropyl 4-methylbenzenesulfonate), N1C=NC=C1 (imidazole), C(C)(C)(C)[Si](C)(C)Cl (tert-butyl(chloro)dimethylsilane). Solvent: CN(C)C=O (DMF). Run at time 64 hour. Yields the product CC1=CC=C(C=C1)S(=O)(=O)OCC(CCl)O[Si](C)(C)C(C)(C)C (2-{[tert-butyl(dimethyl)silyl]oxy}-3-chloropropyl 4-methylbenzenesulfonate). Yield: 81.5%. RXN SMILES: [CH3:1][C:2]1[CH:7]=[CH:6][C:5]([S:8]([O:11][CH2:12][CH:13]([OH:16])[CH2:14][Cl:15])(=[O:10])=[O:9])=[CH:4][CH:3]=1.N1C=CN=C1.[C:22]([Si:26](Cl)([CH3:28])[CH3:27])([CH3:25])([CH3:24])[CH3:23].C(=O)([O-])O.[Na+]>CN(C=O)C>[CH3:1][C:2]1[CH:7]=[CH:6][C:5]([S:8]([O:11][CH2:12][CH:13]([O:16][Si:26]([C:22]([CH3:25])([CH3:24])[CH3:23])([CH3:28])[CH3:27])[CH2:14][Cl:15])(=[O:10])=[O:9])=[CH:4][CH:3]=1 |f:3.4|. Procedure: To a mixture of 3-chloro-2-hydroxypropyl 4-methylbenzenesulfonate (17.4 g) and imidazole (13.4 g) in DMF (130 mL) was added tert-butyl(chloro)dimethylsilane (14.9 g), and the mixture was stirred for 64 hr. Saturated aqueous sodium hydrogen carbonate solution was added to the reaction mixture, and the mixture was extracted with hexane. The extract was dried over anhydrous magnesium sulfate, and the solvent was evaporated under reduced pressure. The residue was purified by silica gel column chroma...